Dataset: the Open Reaction Database (ORD), a public repository of structured organic reaction records. Task: describe an organic reaction: reactants, conditions, products, and yield Starting materials: ClC=1C=C(C(=O)Cl)C=CC1Cl (3,4-dichlorobenzoylchloride), C(C1=CC=CC=C1)(=O)OC[C@@H]1O[C@H](CS1)O (TRANS 2-BENZOYLOXYMETHYL-5-HYDROXY-1,3-OXATHIOLANE). Run in ClCCl (dichloromethane), N1=CC=CC=C1 (pyridine). Product: C(C1=CC=CC=C1)(=O)OC[C@@H]1O[C@H](CS1)OC(C1=CC(=C(C=C1)Cl)Cl)=O (TRANS 2-BENZOYLOXYMETHYL-5-(3′,4′-DICHLOROBENZOYLOXY)-1,3-OXATHIOLANE). The yield is 29.7%. Reaction SMILES: [C:1]([O:9][CH2:10][C@H:11]1[S:15][CH2:14][C@H:13]([OH:16])[O:12]1)(=[O:8])[C:2]1[CH:7]=[CH:6][CH:5]=[CH:4][CH:3]=1.[Cl:17][C:18]1[CH:19]=[C:20]([CH:24]=[CH:25][C:26]=1[Cl:27])[C:21](Cl)=[O:22]>ClCCl.N1C=CC=CC=1>[C:1]([O:9][CH2:10][C@H:11]1[S:15][CH2:14][C@H:13]([O:16][C:21](=[O:22])[C:20]2[CH:24]=[CH:25][C:26]([Cl:27])=[C:18]([Cl:17])[CH:19]=2)[O:12]1)(=[O:8])[C:2]1[CH:7]=[CH:6][CH:5]=[CH:4][CH:3]=1. Reported procedure: A mixture of cis and trans 2-benzoyloxymethyl-5-hydroxy-1,3-oxathiolane (as prepared in example 1) (8.99 g, 39.8 mmol) was reacted with 8.3 g (39.6 mmol) of 3,4-dichlorobenzoylchloride in dichloromethane (30 mL) and pyridine (9.6 mL) as described in Example 2 to yield 4.86 g of the desired compounds in 1:1 ratio. The reactants are [BH4-], CCCCCCC#Cc1cccc(N)c1, C[O-], CO, [Na+], [Na+]. RXN SMILES: [BH4-:19].[C:1](#[C:2][CH2:3][CH2:4][CH2:5][CH2:6][CH2:7][CH3:8])[c:9]1[cH:10][c:11]([NH2:12])[cH:13][cH:14][cH:15]1.[CH3:16][O-:17].[CH3:21][OH:22].[Na+:18].[Na+:20]>>[C:1](#[C:2][CH2:3][CH2:4][CH2:5][CH2:6][CH2:7][CH3:8])[c:9]1[cH:10][c:11]([NH:12][CH3:16])[cH:13][cH:14][cH:15]1. The product is CCCCCCC#Cc1cccc(NC)c1. Reactants: O=C(CC(=O)OC)CC (methyl 3-oxovalerate), C(OC)([O-])[O-] (methyl orthoformate), [C]=O (carbon monoxide). Product: CO/C(=C/C(=O)OC)/CC (Methyl (E)-3-methoxy-2-pentenoate). As a reaction SMILES: [O:1]=[C:2]([CH2:8][CH3:9])[CH2:3][C:4]([O:6][CH3:7])=[O:5].[CH:10]([O-])([O-])OC.[C]=O>>[CH3:10][O:1]/[C:2](/[CH2:8][CH3:9])=[CH:3]/[C:4]([O:6][CH3:7])=[O:5] |^3:14|. Reported procedure: A 250-ml 2-necked round-bottomed flask was equipped with a magnetic stirring bar, a thermometer and an argon inlet. To a mixture of 30.00 g of methyl 3-oxovalerate (0.225 mol) and 125 ml of methyl orthoformate (121.1 g, 1.12 mol) was added under stirring 7.5 g of amberlist 15. The reaction was slightly exothermal at beginning and the temperature reached 31° C. A check with Drager test tube indicated the development of carbon monoxide. The suspension was stirred at rt for 3 h and then filtered in... Reactants: COC(=O)NC=1C=C(N)C=CC1 (3-(methoxycarbonylamino)-aniline), C(C)I (ethyl iodide), C([O-])([O-])=O.[Na+].[Na+] (sodium carbonate), C(C)N(C(C)=O)CC (N,N-diethylacetamide). The solvent is O (water). Conditions: temperature 110 celsius, time 1 hour. Product: COC(=O)NC=1C=C(N(CC)CC)C=CC1 (3-(Methoxycarbonylamino)-N,N-diethylaniline). The yield is 100.0%. Reaction SMILES: [CH3:1][O:2][C:3]([NH:5][C:6]1C=C([CH:10]=[CH:11][CH:12]=1)N)=[O:4].C(I)C.C(=O)([O-])[O-].[Na+].[Na+].[CH2:22]([N:24]([CH2:28][CH3:29])[C:25](=O)[CH3:26])[CH3:23]>O>[CH3:1][O:2][C:3]([NH:5][C:6]1[CH:26]=[C:25]([CH:10]=[CH:11][CH:12]=1)[N:24]([CH2:22][CH3:23])[CH2:28][CH3:29])=[O:4] |f:2.3.4|. Procedure: A mixture of 4.5 g of 3-(methoxycarbonylamino)-aniline, 21.6 g of ethyl iodide, 14.4 g of sodium carbonate, and 90 ml of N,N-diethylacetamide was stirred for 1 hour at 110° C. The reaction mixture obtained was poured into 300 ml of water followed by stirring well and extracted with ethyl acetate. The extract was washed with water, dried by Glauber's salt, and the solvent was distilled off using a rotary evaporator to provide 6.0 g (yield: 100%) of an oily product. Starting materials: Cc1sc(NC(=O)COCC(=O)NC(c2ccccc2)c2ccccc2)c(C(=O)OC(C)(C)C)c1-c1ccccc1, ClC(Cl)Cl, O=C(O)C(F)(F)F. The product is Cc1sc(NC(=O)COCC(=O)NC(c2ccccc2)c2ccccc2)c(C(=O)O)c1-c1ccccc1. RXN SMILES: [CH:1]([c:2]1[cH:3][cH:4][cH:5][cH:6][cH:7]1)([c:8]1[cH:9][cH:10][cH:11][cH:12][cH:13]1)[NH:14][C:15]([CH2:16][O:17][CH2:18][C:19](=[O:20])[NH:21][c:22]1[s:23][c:24]([CH3:40])[c:25](-[c:34]2[cH:35][cH:36][cH:37][cH:38][cH:39]2)[c:26]1[C:27](=[O:28])[O:29][C:30]([CH3:31])([CH3:32])[CH3:33])=[O:41].[CH:49]([Cl:50])([Cl:51])[Cl:52].[F:42][C:43]([F:44])([F:45])[C:46]([OH:47])=[O:48]>>[CH:1]([c:2]1[cH:3][cH:4][cH:5][cH:6][cH:7]1)([c:8]1[cH:9][cH:10][cH:11][cH:12][cH:13]1)[NH:14][C:15]([CH2:16][O:17][CH2:18][C:19](=[O:20])[NH:21][c:22]1[s:23][c:24]([CH3:40])[c:25](-[c:34]2[cH:35][cH:36][cH:37][cH:38][cH:39]2)[c:26]1[C:27](=[O:28])[OH:29])=[O:41]. Reaction SMILES: [Cl:1][C:2]1[N:10]=[C:9]2[C:5]([N:6]=[CH:7][N:8]2[CH:11]2[CH2:15][CH2:14][CH2:13][CH2:12]2)=[C:4](Cl)[N:3]=1.[CH3:17][O:18][CH2:19][CH2:20][CH2:21][CH2:22][NH2:23]>C(N(CC)CC)C>[Cl:1][C:2]1[N:10]=[C:9]2[C:5]([N:6]=[CH:7][N:8]2[CH:11]2[CH2:15][CH2:14][CH2:13][CH2:12]2)=[C:4]([NH:23][CH2:22][CH2:21][CH2:20][CH2:19][O:18][CH3:17])[N:3]=1. Reported procedure: 2-Chloro-6-(4-methoxybutylamino)-9-cyclopentylpurine is prepared from 2,6-dichloro-9-cyclopentylpurine, 4-methoxybutylamine, and triethylamine essentially as described above in Example 1, Scheme A, step b. The product is ClC1=NC(=C2N=CN(C2=N1)C1CCCC1)NCCCCOC (2-Chloro-6-(4-methoxybutylamino)-9-cyclopentylpurine). Run in C(C)N(CC)CC (triethylamine). The reactants are ClC1=NC(=C2N=CN(C2=N1)C1CCCC1)Cl (2,6-dichloro-9-cyclopentylpurine), COCCCCN (4-methoxybutylamine). Starting materials: COC=1C=C(C=C2C=C(NC12)C=1SC(CN1)CC(=O)O)OC=1C=NC(=CC1)COC ([2-(7-methoxy-5-{[6-(methoxymethyl)pyridin-3-yl]oxy}-1H-indol-2-yl)-4,5-dihydro-1,3-thiazol-5-yl]acetic acid), Cl.C(C)N=C=NCCCN(C)C (N-ethyl-N′-(3-dimethylaminopropyl)carbodiimide hydrochloride), O.ON1N=NC2=C1C=CC=C2 (1-hydroxybenzotriazole monohydrate), [Cl-].C[NH3+] (methylammonium chloride). Solvent: CN(C=O)C (N,N-dimethylformamide), C(C)N(CC)CC (triethylamine). Reaction conditions: time 2 hour. The product is COC=1C=C(C=C2C=C(NC12)C=1SC(CN1)CC(=O)NC)OC=1C=NC(=CC1)COC (2-[2-(7-Methoxy-5-{[6-(methoxymethyl)pyridin-3-yl]oxy}-1H-indol-2-yl)-4,5-dihydro-1,3-thiazol-5-yl]-N-methylacetamide). The yield is 66.0%. Reaction SMILES: [CH3:1][O:2][C:3]1[CH:4]=[C:5]([O:21][C:22]2[CH:23]=[N:24][C:25]([CH2:28][O:29][CH3:30])=[CH:26][CH:27]=2)[CH:6]=[C:7]2[C:11]=1[NH:10][C:9]([C:12]1[S:13][CH:14]([CH2:17][C:18](O)=[O:19])[CH2:15][N:16]=1)=[CH:8]2.Cl.[CH2:32]([N:34]=C=NCCCN(C)C)C.O.ON1C2C=CC=CC=2N=N1.[Cl-].C[NH3+]>CN(C)C=O.C(N(CC)CC)C>[CH3:1][O:2][C:3]1[CH:4]=[C:5]([O:21][C:22]2[CH:23]=[N:24][C:25]([CH2:28][O:29][CH3:30])=[CH:26][CH:27]=2)[CH:6]=[C:7]2[C:11]=1[NH:10][C:9]([C:12]1[S:13][CH:14]([CH2:17][C:18]([NH:34][CH3:32])=[O:19])[CH2:15][N:16]=1)=[CH:8]2 |f:1.2,3.4,5.6|. Procedure details: A mixture of [2-(7-methoxy-5-{[6-(methoxymethyl)pyridin-3-yl]oxy}-1H-indol-2-yl)-4,5-dihydro-1,3-thiazol-5-yl]acetic acid (300 mg), N-ethyl-N′-(3-dimethylaminopropyl)carbodiimide hydrochloride (270 mg), 1-hydroxybenzotriazole monohydrate (216 mg), methylammonium chloride (95 mg), triethylamine (0.2 mL) and N,N-dimethylformamide (13 mL) was stirred at room temperature for 2 h. The mixture was concentrated under reduced pressure. The residue was dissolved in water and the mixture was extracted wit...